This data is from the Open Reaction Database (ORD), a public repository of structured organic reaction records. The task is: describe an organic reaction: reactants, conditions, products, and yield The reactants are OCc1coc(Cc2ccccc2)c1, ClCCl, C=C=CC1C(C(=O)O)C1(C)C, CN(C)c1ccncc1, C(=NC1CCCCC1)=NC1CCCCC1. Product: C=C=CC1C(C(=O)OCc2coc(Cc3ccccc3)c2)C1(C)C. Reaction SMILES: [CH2:27]([c:28]1[cH:29][cH:30][cH:31][cH:32][cH:33]1)[c:34]1[cH:35][c:36]([CH2:39][OH:40])[cH:37][o:38]1.[CH2:50]([Cl:51])[Cl:52].[CH3:16][C:17]1([CH3:26])[CH:18]([C:23](=[O:24])[OH:25])[CH:19]1[CH:20]=[C:21]=[CH2:22].[CH3:41][N:42]([CH3:43])[c:44]1[cH:45][cH:46][n:47][cH:48][cH:49]1.[CH:1]1([N:2]=[C:3]=[N:4][CH:5]2[CH2:6][CH2:7][CH2:8][CH2:9][CH2:10]2)[CH2:11][CH2:12][CH2:13][CH2:14][CH2:15]1>>[CH3:16][C:17]1([CH3:26])[CH:18]([C:23](=[O:24])[O:25][CH2:39][c:36]2[cH:35][c:34]([CH2:27][c:28]3[cH:29][cH:30][cH:31][cH:32][cH:33]3)[o:38][cH:37]2)[CH:19]1[CH:20]=[C:21]=[CH2:22]. Starting materials: resultant solution, FC1=C(C=CC=C1)F (1,2-difluorobenzene), Cl (hydrochloric acid), C(CCC)[Li] (n-butyllithium), resultant mixture, C(CC)[C@@H]1CC[C@H](CC1)C1CCCCC1 (4-(trans-4-propylcyclohexyl)cyclohexane). The solvent is C1(=CC=CC=C1)C (Toluene), O1CCCC1 (tetrahydrofuran), CCCCCC (hexane), O1CCCC1 (tetrahydrofuran). Conditions: temperature -60 celsius, time 1 hour. Product: FC1=C(C(=CC=C1)C1=CCC(CC1)[C@@H]1CC[C@H](CC1)CCC)F (1,2-difluoro-3-[4-(trans-4-propylcyclohexyl)cyclohexenyl]benzene). The yield is 48.6%. RXN SMILES: [F:1][C:2]1[CH:7]=[CH:6][CH:5]=[CH:4][C:3]=1[F:8].C([Li])CCC.[CH2:14]([C@H:17]1[CH2:22][CH2:21][C@H:20]([CH:23]2[CH2:28][CH2:27][CH2:26][CH2:25][CH2:24]2)[CH2:19][CH2:18]1)[CH2:15][CH3:16].Cl>C1(C)C=CC=CC=1.O1CCCC1.CCCCCC>[F:1][C:2]1[CH:7]=[CH:6][CH:5]=[C:4]([C:26]2[CH2:27][CH2:28][CH:23]([C@H:20]3[CH2:21][CH2:22][C@H:17]([CH2:14][CH2:15][CH3:16])[CH2:18][CH2:19]3)[CH2:24][CH:25]=2)[C:3]=1[F:8]. Reported procedure: First, 46 g of 1,2-difluorobenzene and 240 ml of dehydrated tetrahydrofuran were put in an argon-replaced 2 flask, and cooled to −60° C. Then 315 ml of a hexane solution containing n-butyllithium at a concentration of 1.6 mol/l was dropped into the resultant mixture while being stirred for one hour, and further stirred keeping the same temperature for two hours. Subsequently, 470 ml of dehydrated tetrahydrofuran containing 80 g of 4-(trans-4-propylcyclohexyl)cyclohexane dissolved therein was dro...